Dataset: the Open Reaction Database (ORD), a public repository of structured organic reaction records. Task: describe an organic reaction: reactants, conditions, products, and yield Reactants: BrC1=C2C=CC=NC2=C(N=C1)Cl (5-bromo-8-chloro-[1,7]naphthyridine), N1=CC=CC(=C1)B(O)O (5-pyridineboronic acid), NC=1SC=C(N1)C (2-amino-4-methylthiazole). Product: CC=1N=C(SC1)NC=1N=CC(=C2C=CC=NC12)C=1C=NC=CC1 ((4-Methyl-thiazol-2-yl)-(5-pyridin-3-yl-[1,7]naphthyridin-8-yl)-amine). Reaction SMILES: Br[C:2]1[CH:11]=[N:10][C:9](Cl)=[C:8]2[C:3]=1[CH:4]=[CH:5][CH:6]=[N:7]2.[N:13]1[CH:18]=[C:17](B(O)O)[CH:16]=[CH:15][CH:14]=1.[NH2:22][C:23]1[S:24][CH:25]=[C:26]([CH3:28])[N:27]=1>>[CH3:28][C:26]1[N:27]=[C:23]([NH:22][C:9]2[N:10]=[CH:11][C:2]([C:15]3[CH:14]=[N:13][CH:18]=[CH:17][CH:16]=3)=[C:3]3[C:8]=2[N:7]=[CH:6][CH:5]=[CH:4]3)[S:24][CH:25]=1. Procedure details: The title compound, MS: m/e=320.0 (M+H+), was prepared in accordance with the general method of example 15 step 1 and step 3 from 5-bromo-8-chloro-[1,7]naphthyridine (Example H), 5-pyridineboronic acid and 2-amino-4-methylthiazole.